Dataset: the Open Reaction Database (ORD), a public repository of structured organic reaction records. Task: describe an organic reaction: reactants, conditions, products, and yield As a reaction SMILES: [CH2:27]1[CH2:28][CH2:29][CH2:30][CH2:31][CH2:32]1.[CH3:1][O:2][C:3]([CH:4]([c:5]1[cH:6][c:7]2[cH:8][cH:9][c:10]([O:15][CH3:16])[cH:11][c:12]2[cH:13][cH:14]1)[CH3:17])=[O:18].[CH3:33][I:34].[CH3:35][C:36](=[O:37])[OH:38].[CH3:44][N:45]([P:46]([N:47]([CH3:48])[CH3:49])([N:50]([CH3:51])[CH3:52])=[O:53])[CH3:54].[CH:19]([N-:20][CH:21]([CH3:22])[CH3:23])([CH3:24])[CH3:25].[Li+:26].[O:39]1[CH2:40][CH2:41][CH2:42][CH2:43]1>>[CH3:1][O:2][C:3]([C:4]([c:5]1[cH:6][c:7]2[cH:8][cH:9][c:10]([O:15][CH3:16])[cH:11][c:12]2[cH:13][cH:14]1)([CH3:17])[CH3:19])=[O:18]. Yields the product COC(=O)C(C)(C)c1ccc2cc(OC)ccc2c1. The reactants are C1CCCCC1, COC(=O)C(C)c1ccc2cc(OC)ccc2c1, CI, CC(=O)O, CN(C)P(=O)(N(C)C)N(C)C, CC(C)[N-]C(C)C, [Li+], C1CCOC1.